The task is: describe an organic reaction: reactants, conditions, products, and yield. This data is from the Open Reaction Database (ORD), a public repository of structured organic reaction records. Starting materials: ClC(Cl)(Cl)Cl, CCOC(C)=O, ClCCl, N#Cc1cnn(CCO)c1N, c1ccc(P(c2ccccc2)c2ccccc2)cc1. Yields the product N#Cc1cnn(CCCl)c1N. As a reaction SMILES: [C:31]([Cl:32])([Cl:33])([Cl:34])[Cl:35].[CH3:36][CH2:37][O:38][C:39]([CH3:40])=[O:41].[Cl:42][CH2:43][Cl:44].[NH2:1][c:2]1[c:3]([C:10]#[N:11])[cH:4][n:5][n:6]1[CH2:7][CH2:8][OH:9].[c:12]1([P:13]([c:14]2[cH:15][cH:16][cH:17][cH:18][cH:19]2)[c:20]2[cH:21][cH:22][cH:23][cH:24][cH:25]2)[cH:26][cH:27][cH:28][cH:29][cH:30]1>>[NH2:1][c:2]1[c:3]([C:10]#[N:11])[cH:4][n:5][n:6]1[CH2:7][CH2:8][Cl:32]. Reactants: CCO, Cl, COC(=O)c1cccc(C(=O)N2CCC(CCN3C4CCC3CC(n3c(C)nc5ccccc53)C4)(c3cccc(F)c3)CC2)c1, NO. Product: Cc1nc2ccccc2n1C1CC2CCC(C1)N2CCC1(c2cccc(F)c2)CCN(C(=O)c2cccc(C(=O)NO)c2)CC1. Reaction SMILES: [CH3:49][CH2:50][OH:51].[ClH:3].[F:4][c:5]1[cH:6][c:7]([C:11]2([CH2:29][CH2:30][N:31]3[CH:32]4[CH2:33][CH:34]([n:39]5[c:40]([CH3:48])[n:41][c:42]6[c:43]5[cH:44][cH:45][cH:46][cH:47]6)[CH2:35][CH:36]3[CH2:37][CH2:38]4)[CH2:12][CH2:13][N:14]([C:17](=[O:18])[c:19]3[cH:20][c:21]([C:22](=[O:23])[O:24][CH3:25])[cH:26][cH:27][cH:28]3)[CH2:15][CH2:16]2)[cH:8][cH:9][cH:10]1.[NH2:1][OH:2]>>[NH:1]([OH:2])[C:22]([c:21]1[cH:20][c:19]([C:17]([N:14]2[CH2:13][CH2:12][C:11]([c:7]3[cH:6][c:5]([F:4])[cH:10][cH:9][cH:8]3)([CH2:29][CH2:30][N:31]3[CH:32]4[CH2:33][CH:34]([n:39]5[c:40]([CH3:48])[n:41][c:42]6[c:43]5[cH:44][cH:45][cH:46][cH:47]6)[CH2:35][CH:36]3[CH2:37][CH2:38]4)[CH2:16][CH2:15]2)=[O:18])[cH:28][cH:27][cH:26]1)=[O:23].